Dataset: the Open Reaction Database (ORD), a public repository of structured organic reaction records. Task: describe an organic reaction: reactants, conditions, products, and yield Reactants: O=C([O-])[O-], CC(C)(C)c1cc(N)n(C2CCCCC2)n1, C1CCOC1, CCN(C(C)C)C(C)C, O=C(Cl)Oc1ccccc1, Cl, [K+], [K+]. The product is CC(C)(C)c1cc(NC(=O)Oc2ccccc2)n(C2CCCCC2)n1. As a reaction SMILES: [C:18](=[O:19])([O-:20])[O-:21].[C:2]([CH3:3])([CH3:4])([CH3:5])[c:6]1[n:7][n:8]([CH:12]2[CH2:13][CH2:14][CH2:15][CH2:16][CH2:17]2)[c:9]([NH2:11])[cH:10]1.[CH2:43]1[O:44][CH2:45][CH2:46][CH2:47]1.[CH:34]([N:35]([CH2:36][CH3:37])[CH:38]([CH3:39])[CH3:40])([CH3:41])[CH3:42].[Cl:24][C:25](=[O:26])[O:27][c:28]1[cH:29][cH:30][cH:31][cH:32][cH:33]1.[ClH:1].[K+:22].[K+:23]>>[C:2]([CH3:3])([CH3:4])([CH3:5])[c:6]1[n:7][n:8]([CH:12]2[CH2:13][CH2:14][CH2:15][CH2:16][CH2:17]2)[c:9]([NH:11][C:25](=[O:26])[O:27][c:28]2[cH:29][cH:30][cH:31][cH:32][cH:33]2)[cH:10]1. The reactants are ClC1=NC=C(C=C1C(=O)N[C@@H](C)C1=CC=C(C(=O)OC)C=C1)Cl (Methyl 4-((1S)-1-{[(2,5-dichloropyridin-3-yl)carbonyl]amino}ethyl)benzoate), ClC1=CC(=C(C=C1)O)C (4-chloro-2-methylphenol). Yields the product ClC=1C=C(C(=NC1)OC1=C(C=C(C=C1)Cl)C)C(=O)N[C@@H](C)C1=CC=C(C(=O)OC)C=C1 (Methyl 4-[(1S)-1-({[5-chloro-2-(4-chloro-2-methylphenoxy)pyridin-3-yl]carbonyl}amino)ethyl]benzoate). RXN SMILES: Cl[C:2]1[C:7]([C:8]([NH:10][C@H:11]([C:13]2[CH:22]=[CH:21][C:16]([C:17]([O:19][CH3:20])=[O:18])=[CH:15][CH:14]=2)[CH3:12])=[O:9])=[CH:6][C:5]([Cl:23])=[CH:4][N:3]=1.[Cl:24][C:25]1[CH:30]=[CH:29][C:28]([OH:31])=[C:27]([CH3:32])[CH:26]=1>>[Cl:23][C:5]1[CH:6]=[C:7]([C:8]([NH:10][C@H:11]([C:13]2[CH:22]=[CH:21][C:16]([C:17]([O:19][CH3:20])=[O:18])=[CH:15][CH:14]=2)[CH3:12])=[O:9])[C:2]([O:31][C:28]2[CH:29]=[CH:30][C:25]([Cl:24])=[CH:26][C:27]=2[CH3:32])=[N:3][CH:4]=1. Procedure details: The title compound was prepared according to the procedure described in step 2 of Example 45 from methyl 4-((1S)-1-{[(2,5-dichloropyridin-3-yl)carbonyl]amino}ethyl)benzoate (step 1 of Example 48) and 4-chloro-2-methylphenol: 1H-NMR (CDCl3) δ 8.57 (1H, d, J=2.6 Hz), 8.14 (1H, d, J=7.6 Hz), 8.11 (1H, d, J=2.6 Hz), 8.01 (2H, d, J=8.2 Hz), 7.43 (2H, d, J=8.2 Hz), 7.31 (1H, d, J=2.4 Hz), 7.27 (1H, dd, J=8.6, 2.4 Hz), 7.04 (1H, d, J=8.6 Hz), 5.36 (1H, dq, J=7.6, 7.1 Hz), 3.91 (3H, s), 2.11 (3H, s), 1.... Reactants: C([O-])([O-])=O.[Na+].[Na+] (sodium carbonate), C(Cl)Cl (methylene chloride), BrC=1C=C(N(N1)C1=C(C=CC=C1)Cl)C(CC1=C(C(=O)N=S2CCCCC2)C=C(C=C1C)Cl)=O (2-{2-[5-Bromo-2-(2-chloro-phenyl)-2H-pyrazol-3-yl]-2-oxo-ethyl}-5-chloro-3-methyl-N-(tetrahydro-1lambda*4*-thiopyran-1-ylidene)-benzamide), solution, OO (hydrogenperoxide), Sodium wolframate dihydrate. Run in C(C)(=O)O (acetic acid). Reaction conditions: time 18 hour. Product: BrC=1C=C(N(N1)C1=C(C=CC=C1)Cl)C(CC1=C(C(=O)N=S2(CCCCC2)=O)C=C(C=C1C)Cl)=O (2-{2-[5-Bromo-2-(2-chloro-phenyl)-2H-pyrazol-3-yl]-2-oxo-ethyl}-5-chloro-3-methyl-N-(1-oxo-hexahydro-1lambda*6*-thiopyran-1-ylidene)-benzamide). As a reaction SMILES: [Br:1][C:2]1[CH:3]=[C:4]([C:14](=[O:33])[CH2:15][C:16]2[C:30]([CH3:31])=[CH:29][C:28]([Cl:32])=[CH:27][C:17]=2[C:18]([N:20]=[S:21]2[CH2:26][CH2:25][CH2:24][CH2:23][CH2:22]2)=[O:19])[N:5]([C:7]2[CH:12]=[CH:11][CH:10]=[CH:9][C:8]=2[Cl:13])[N:6]=1.OO.C(=O)([O-])[O-:37].[Na+].[Na+].C(Cl)Cl>C(O)(=O)C>[Br:1][C:2]1[CH:3]=[C:4]([C:14](=[O:33])[CH2:15][C:16]2[C:30]([CH3:31])=[CH:29][C:28]([Cl:32])=[CH:27][C:17]=2[C:18]([N:20]=[S:21]2(=[O:37])[CH2:22][CH2:23][CH2:24][CH2:25][CH2:26]2)=[O:19])[N:5]([C:7]2[CH:12]=[CH:11][CH:10]=[CH:9][C:8]=2[Cl:13])[N:6]=1 |f:2.3.4|. Reported procedure: 0.2 g 2-{2-[5-Bromo-2-(2-chloro-phenyl)-2H-pyrazol-3-yl]-2-oxo-ethyl}-5-chloro-3-methyl-N-(tetrahydro-1lambda*4*-thiopyran-1-ylidene)-benzamide (0.35 mmol) were dissolved in 10 ml acetic acid. 4 mg Sodium wolframate dihydrate were added. 45 mg of a 30% solution of hydrogenperoxide was added dropwise and the resulting solution was stirred for 18 h. The reaction mixture was poured into a saturated aqueous sodium carbonate solution, methylene chloride was added and the organic pase was subsequently...